From a dataset of the Open Reaction Database (ORD), a public repository of structured organic reaction records. describe an organic reaction: reactants, conditions, products, and yield The reactants are Cc1cc(CBr)cnc1N(C(=O)OC(C)(C)C)C(=O)OC(C)(C)C, CCOC(=O)CC(=O)OCC, CCOC(C)=O, [H-], [Na+], CN(C)C=O. Yields the product CCOC(=O)C(Cc1cnc(N(C(=O)OC(C)(C)C)C(=O)OC(C)(C)C)c(C)c1)C(=O)OCC. Reaction SMILES: [C:14]([CH3:15])([CH3:16])([CH3:17])[O:18][C:19](=[O:20])[N:21]([C:22](=[O:23])[O:24][C:25]([CH3:26])([CH3:27])[CH3:28])[c:29]1[n:30][cH:31][c:32]([CH2:36][Br:37])[cH:33][c:34]1[CH3:35].[C:3]([CH2:4][C:5](=[O:6])[O:7][CH2:8][CH3:9])(=[O:10])[O:11][CH2:12][CH3:13].[CH3:38][CH2:39][O:40][C:41](=[O:42])[CH3:43].[H-:2].[Na+:1].[O:44]=[CH:45][N:46]([CH3:47])[CH3:48]>>[C:3]([CH:4]([C:5](=[O:6])[O:7][CH2:8][CH3:9])[CH2:36][c:32]1[cH:31][n:30][c:29]([N:21]([C:19]([O:18][C:14]([CH3:15])([CH3:16])[CH3:17])=[O:20])[C:22](=[O:23])[O:24][C:25]([CH3:26])([CH3:27])[CH3:28])[c:34]([CH3:35])[cH:33]1)(=[O:10])[O:11][CH2:12][CH3:13]. The reactants are [Br-], CCCC[N+](CCCC)(CCCC)CCCC, Cc1cccc2cc(CN(Cc3cc(C(F)(F)F)cc(C(F)(F)F)c3)c3nnn(CCO)n3)c(N(CC3CC3)CC3CC3)nc12, ClCCl, [Na+], [OH-], O. The product is COCCn1nnc(N(Cc2cc(C(F)(F)F)cc(C(F)(F)F)c2)Cc2cc3cccc(C)c3nc2N(CC2CC2)CC2CC2)n1. RXN SMILES: [Br-:52].[CH2:53]([N+:54]([CH2:55][CH2:56][CH2:57][CH3:58])([CH2:59][CH2:60][CH2:61][CH3:62])[CH2:63][CH2:64][CH2:65][CH3:66])[CH2:67][CH2:68][CH3:69].[CH:1]1([CH2:4][N:5]([c:6]2[n:7][c:8]3[c:9]([CH3:41])[cH:10][cH:11][cH:12][c:13]3[cH:14][c:15]2[CH2:16][N:17]([c:18]2[n:19][n:20][n:21]([CH2:23][CH2:24][OH:25])[n:22]2)[CH2:26][c:27]2[cH:28][c:29]([C:37]([F:38])([F:39])[F:40])[cH:30][c:31]([C:33]([F:34])([F:35])[F:36])[cH:32]2)[CH2:42][CH:43]2[CH2:44][CH2:45]2)[CH2:2][CH2:3]1.[Cl:49][CH2:50][Cl:51].[Na+:47].[OH-:46].[OH2:48]>>[CH:1]1([CH2:4][N:5]([c:6]2[n:7][c:8]3[c:9]([CH3:41])[cH:10][cH:11][cH:12][c:13]3[cH:14][c:15]2[CH2:16][N:17]([c:18]2[n:19][n:20][n:21]([CH2:23][CH2:24][O:25][CH3:50])[n:22]2)[CH2:26][c:27]2[cH:28][c:29]([C:37]([F:38])([F:39])[F:40])[cH:30][c:31]([C:33]([F:34])([F:35])[F:36])[cH:32]2)[CH2:42][CH:43]2[CH2:44][CH2:45]2)[CH2:2][CH2:3]1. The reactants are CCCNN(C(=O)OC(C)(C)C)c1cccc(C#N)c1, O=C=Nc1ccc(I)cc1, c1ccncc1. The product is CCCN(C(=O)Nc1ccc(I)cc1)N(C(=O)OC(C)(C)C)c1cccc(C#N)c1. RXN SMILES: [C:1](#[N:2])[c:3]1[cH:4][c:5]([N:9]([C:10](=[O:11])[O:12][C:13]([CH3:14])([CH3:15])[CH3:16])[NH:17][CH2:18][CH2:19][CH3:20])[cH:6][cH:7][cH:8]1.[I:21][c:22]1[cH:23][cH:24][c:25]([N:28]=[C:29]=[O:30])[cH:26][cH:27]1.[cH:31]1[cH:32][cH:33][n:34][cH:35][cH:36]1>>[C:1](#[N:2])[c:3]1[cH:4][c:5]([N:9]([C:10](=[O:11])[O:12][C:13]([CH3:14])([CH3:15])[CH3:16])[N:17]([CH2:18][CH2:19][CH3:20])[C:29]([NH:28][c:25]2[cH:24][cH:23][c:22]([I:21])[cH:27][cH:26]2)=[O:30])[cH:6][cH:7][cH:8]1. Starting materials: [Al+3], CCOCC, COC(=O)c1c(F)c(F)cc(F)c1OC, [H-], [H-], [H-], [H-], [Li+]. Yields the product COc1c(F)cc(F)c(F)c1CO. Reaction SMILES: [Al+3:2].[CH3:22][CH2:23][O:24][CH2:25][CH3:26].[CH3:7][O:8][c:9]1[c:10]([C:11](=[O:12])[O:13][CH3:14])[c:15]([F:21])[c:16]([F:20])[cH:17][c:18]1[F:19].[H-:1].[H-:4].[H-:5].[H-:6].[Li+:3]>>[CH3:7][O:8][c:9]1[c:10]([CH2:11][OH:12])[c:15]([F:21])[c:16]([F:20])[cH:17][c:18]1[F:19]. Starting materials: FC=1C=C(C=C(C1N1CCN(CC1)C(=O)OC(C)(C)C)F)N1C(OC(C1)CNC(C)=O)=O (N-[[3-[3,5-difluoro-4-[4-(tert-butoxycarbonyl)-1-piperazinyl]phenyl]-2-oxo-5-oxazolidinyl]methyl]acetamide), FC(C(=O)O)(F)F (Trifluoroacetic acid). Solvent: C(Cl)Cl (CH2Cl2). Run at temperature 0 celsius, time 10 minute. The product is FC=1C=C(C=C(C1N1CCN(CC1)CCN1CCCCC1)F)N1C(O[C@H](C1)CNC(C)=O)=O ((S)-N-[[3-[3,5-difluoro-4-[4-[2-(1-piperidinyl)ethyl]-1-piperazinyl]phenyl]-2-oxo-5-oxazolidinyl]methyl]acetamide). Isolated yield 72.0%. As a reaction SMILES: [F:1][C:2]1[CH:3]=[C:4]([N:22]2[CH2:26][CH:25]([CH2:27][NH:28][C:29](=[O:31])[CH3:30])[O:24][C:23]2=[O:32])[CH:5]=[C:6]([F:21])[C:7]=1[N:8]1[CH2:13][CH2:12][N:11]([C:14](OC(C)(C)C)=O)[CH2:10][CH2:9]1.F[C:34](F)(F)[C:35](O)=O>C(Cl)Cl>[F:21][C:6]1[CH:5]=[C:4]([N:22]2[CH2:26][C@H:25]([CH2:27][NH:28][C:29](=[O:31])[CH3:30])[O:24][C:23]2=[O:32])[CH:3]=[C:2]([F:1])[C:7]=1[N:8]1[CH2:9][CH2:10][N:11]([CH2:14][CH2:9][N:8]2[CH2:35][CH2:34][CH2:3][CH2:2][CH2:7]2)[CH2:12][CH2:13]1. Procedure details: The N-[[3-[3,5-difluoro-4-[4-(tert-butoxycarbonyl)-1-piperazinyl]phenyl]-2-oxo-5-oxazolidinyl]methyl]acetamide (1.00 g, 2.20 mmol) was dissolved in CH2Cl2 (6 mL) and cooled to 0° C. with an ice bath. Trifluoroacetic acid (20 mL) was added, the cooling bath removed, and the reaction mixture allowed to warm to ambient temperature over 1 h. The reaction mixture was then concentrated in vacuo and the residue dissolved in H2O (15 mL). The resultant solution was added to Bio Rad AG-1-X8 ion exchange r...